This data is from the Open Reaction Database (ORD), a public repository of structured organic reaction records. The task is: describe an organic reaction: reactants, conditions, products, and yield The reactants are C([O-])([O-])=O.[Na+].[Na+] (sodium carbonate), O1C(CCCC1)OCC(CN1C=NC=2C(=C1O)C=C(N2)NC(C(C)(C)C)=O)C2=CC=C(C(=O)N[C@@H](CCC(=O)OCC)C(=O)OCC)C=C2 (diethyl N-[4-(1-(tetrahydropyr-2-yloxy)-3-(4-hydroxy-6-pivaloylaminopyrrolo-[2,3-d]pyrimidin-3-yl)prop-2-yl)benzoyl]glutamate), CO (methanol). Run in O (water), Cl (hydrogen chloride). Product: OCC(CN1C=NC=2C(=C1O)C=C(N2)NC(C(C)(C)C)=O)C2=CC=C(C(=O)N[C@@H](CCC(=O)OCC)C(=O)OCC)C=C2 (diethyl N-[4-{1-hydroxy-3-(4-hydroxy-6-pivaloylaminopyrrolo[2,3-d]-pyrimidin-3-yl)prop-2-yl}benzoyl]glutamate). Reaction SMILES: O1CCCCC1[O:7][CH2:8][CH:9]([C:28]1[CH:49]=[CH:48][C:31]([C:32]([NH:34][C@H:35]([C:43]([O:45][CH2:46][CH3:47])=[O:44])[CH2:36][CH2:37][C:38]([O:40][CH2:41][CH3:42])=[O:39])=[O:33])=[CH:30][CH:29]=1)[CH2:10][N:11]1[C:16]([OH:17])=[C:15]2[CH:18]=[C:19]([NH:21][C:22](=[O:27])[C:23]([CH3:26])([CH3:25])[CH3:24])[N:20]=[C:14]2[N:13]=[CH:12]1.C(=O)([O-])[O-].[Na+].[Na+].CO>Cl.O>[OH:7][CH2:8][CH:9]([C:28]1[CH:29]=[CH:30][C:31]([C:32]([NH:34][C@H:35]([C:43]([O:45][CH2:46][CH3:47])=[O:44])[CH2:36][CH2:37][C:38]([O:40][CH2:41][CH3:42])=[O:39])=[O:33])=[CH:48][CH:49]=1)[CH2:10][N:11]1[C:16]([OH:17])=[C:15]2[CH:18]=[C:19]([NH:21][C:22](=[O:27])[C:23]([CH3:24])([CH3:25])[CH3:26])[N:20]=[C:14]2[N:13]=[CH:12]1 |f:1.2.3|. Procedure: The solution of 0.94 g of diethyl N-[4-(1-(tetrahydropyr-2-yloxy)-3-(4-hydroxy-6-pivaloylaminopyrrolo-[2,3-d]pyrimidin-3-yl)prop-2-yl)benzoyl]glutamate in 40 ml of 0.1N methanolic hydrogen chloride is stirred at ambient temperatures for 2 hours. The reaction mixture is neutralized with a solution of 205 mg of sodium carbonate in 10 ml of water and most of methanol removed by evaporation under reduced pressure. One hundred milliliters of methylene chloride are added and the solution is washed twi... Procedure details: To a mixture of 2.4 g of 4-bromo-4'-cyanobiphenyl, 0.37 g of tetrakis(triphenylphosphine)palladium(0), 15.2 ml of a 2N aqueous sodium carbonate solution, and 19.4 ml of benzene, a solution which was prepared by dissolving 1.9 g of 4-methoxy-3-fluoro-benzene boronic acid synthesized in [1] above in 14.4 ml of ethanol was slowly added dropwise with stirring, and the solution was subjected to reflux for 8 hours. After the reflux was finished, the solution was cooled, and the crystals thus precipita... Reactants: BrC1=CC=C(C=C1)C1=CC=C(C=C1)C#N (4-bromo-4'-cyanobiphenyl), C([O-])([O-])=O.[Na+].[Na+] (sodium carbonate), C1=CC=CC=C1 (benzene), COC1=C(C=C(C=C1)B(O)O)F (4-methoxy-3-fluoro-benzene boronic acid), [ 1 ]. Reagents/catalysts: C=1C=CC(=CC1)[P](C=2C=CC=CC2)(C=3C=CC=CC3)[Pd]([P](C=4C=CC=CC4)(C=5C=CC=CC5)C=6C=CC=CC6)([P](C=7C=CC=CC7)(C=8C=CC=CC8)C=9C=CC=CC9)[P](C=1C=CC=CC1)(C=1C=CC=CC1)C=1C=CC=CC1 (tetrakis(triphenylphosphine)palladium(0)). Run in C(C)O (ethanol). Product: COC1=C(C=C(C=C1)C1=CC=C(C=C1)C1=CC=C(C=C1)C#N)F (4-methoxy-3-fluoro-4"-cyano-p-terphenyl). Isolated yield 88.6%. As a reaction SMILES: Br[C:2]1[CH:7]=[CH:6][C:5]([C:8]2[CH:13]=[CH:12][C:11]([C:14]#[N:15])=[CH:10][CH:9]=2)=[CH:4][CH:3]=1.C(=O)([O-])[O-].[Na+].[Na+].C1C=CC=CC=1.[CH3:28][O:29][C:30]1[CH:35]=[CH:34][C:33](B(O)O)=[CH:32][C:31]=1[F:39]>C(O)C.C1C=CC([P]([Pd]([P](C2C=CC=CC=2)(C2C=CC=CC=2)C2C=CC=CC=2)([P](C2C=CC=CC=2)(C2C=CC=CC=2)C2C=CC=CC=2)[P](C2C=CC=CC=2)(C2C=CC=CC=2)C2C=CC=CC=2)(C2C=CC=CC=2)C2C=CC=CC=2)=CC=1>[CH3:28][O:29][C:30]1[CH:35]=[CH:34][C:33]([C:2]2[CH:7]=[CH:6][C:5]([C:8]3[CH:13]=[CH:12][C:11]([C:14]#[N:15])=[CH:10][CH:9]=3)=[CH:4][CH:3]=2)=[CH:32][C:31]=1[F:39] |f:1.2.3,^1:46,48,67,86|.